Dataset: the Open Reaction Database (ORD), a public repository of structured organic reaction records. Task: describe an organic reaction: reactants, conditions, products, and yield The reactants are O=C1c2ccccc2C(=O)N1Cc1noc(-c2ncn3c2C2CCN2C(=O)c2ccccc2-3)n1, CCO, CN. Yields the product NCc1noc(-c2ncn3c2C2CCN2C(=O)c2ccccc2-3)n1. As a reaction SMILES: [C:1]1(=[O:2])[N:5]([CH2:6][c:7]2[n:8][o:9][c:10](-[c:12]3[n:13][cH:14][n:15]4[c:16]3[CH:17]3[N:18]([C:19](=[O:26])[c:20]5[c:21]-4[cH:22][cH:23][cH:24][cH:25]5)[CH2:27][CH2:28]3)[n:11]2)[C:3](=[O:4])[c:29]2[cH:30][cH:31][cH:32][cH:33][c:34]21.[CH3:35][CH2:36][OH:37].[CH3:38][NH2:39]>>[NH2:5][CH2:6][c:7]1[n:8][o:9][c:10](-[c:12]2[n:13][cH:14][n:15]3[c:16]2[CH:17]2[N:18]([C:19](=[O:26])[c:20]4[c:21]-3[cH:22][cH:23][cH:24][cH:25]4)[CH2:27][CH2:28]2)[n:11]1. Starting materials: O=C(OCc1ccccc1)N1CCC(CO)CC1, ClC(Cl)Cl, ClCCl, O. Yields the product O=CC1CCN(C(=O)OCc2ccccc2)CC1. RXN SMILES: [CH2:1]([c:2]1[cH:3][cH:4][cH:5][cH:6][cH:7]1)[O:8][C:9](=[O:10])[N:11]1[CH2:12][CH2:13][CH:14]([CH2:17][OH:18])[CH2:15][CH2:16]1.[CH:22]([Cl:23])([Cl:24])[Cl:25].[Cl:19][CH2:20][Cl:21].[OH2:26]>>[CH2:1]([c:2]1[cH:3][cH:4][cH:5][cH:6][cH:7]1)[O:8][C:9](=[O:10])[N:11]1[CH2:12][CH2:13][CH:14]([CH:17]=[O:18])[CH2:15][CH2:16]1.